From a dataset of the Open Reaction Database (ORD), a public repository of structured organic reaction records. describe an organic reaction: reactants, conditions, products, and yield Starting materials: [Li] (lithium), CCC(CC(CC)=O)=O (3,5-heptanedione), C(C1=CC=CC=C1)OC1=C(C=C(C=C1OC)CCC=CCCC(C(CC)=O)C(CC)=O)OC (4-[6-(4-benzyloxy-3,5-dimethoxyphenyl)-3-hexenyl]-3,5-heptanedione). Product: OC1=C(C=C(C=C1OC)CCCCCCC(C(CC)=O)C(CC)=O)OC (4-[6-(4-Hydroxy-3,5-dimethoxyphenyl)hexyl]-3,5-heptanedione). RXN SMILES: [Li].CCC(=O)CC(=O)CC.C([O:18][C:19]1[C:24]([O:25][CH3:26])=[CH:23][C:22]([CH2:27][CH2:28][CH:29]=[CH:30][CH2:31][CH2:32][CH:33]([C:38](=[O:41])[CH2:39][CH3:40])[C:34](=[O:37])[CH2:35][CH3:36])=[CH:21][C:20]=1[O:42][CH3:43])C1C=CC=CC=1>>[OH:18][C:19]1[C:20]([O:42][CH3:43])=[CH:21][C:22]([CH2:27][CH2:28][CH2:29][CH2:30][CH2:31][CH2:32][CH:33]([C:38](=[O:41])[CH2:39][CH3:40])[C:34](=[O:37])[CH2:35][CH3:36])=[CH:23][C:24]=1[O:25][CH3:26] |^1:0|. Reported procedure: [I; Ar is 3,5-(CH3O)2 -4-HOC6H2, R0 is H, R' and R" are CH3CH2CO, Y is CH2CH2CH2CH2 ], yellow oil, was prepared from the compound of Preparation D22 and the lithium salt of 3,5-heptanedione, followed by catalytic hydrogenation of the resulting 4-[6-(4-benzyloxy-3,5-dimethoxyphenyl)-3-hexenyl]-3,5-heptanedione (light yellow oil). The reactants are CC#CCn1cnc2c1c(=O)[nH]c(=O)n2C, CN(C)C=O, O=C1CCC(=O)N1Cl, O. Yields the product CC#CCn1c(Cl)nc2c1c(=O)[nH]c(=O)n2C. RXN SMILES: [CH2:1]([C:2]#[C:3][CH3:4])[n:5]1[cH:6][n:7][c:8]2[n:9]([CH3:16])[c:10](=[O:15])[nH:11][c:12](=[O:14])[c:13]12.[CH3:26][N:27]([CH3:28])[CH:29]=[O:30].[Cl:17][N:18]1[C:19](=[O:20])[CH2:21][CH2:22][C:23]1=[O:24].[OH2:25]>>[CH2:1]([C:2]#[C:3][CH3:4])[n:5]1[c:6]([Cl:17])[n:7][c:8]2[n:9]([CH3:16])[c:10](=[O:15])[nH:11][c:12](=[O:14])[c:13]12. The reactants are ClC=1C=C(C=CC1F)NC1=NC(=NC2=CC=C(C=C12)I)C=1C=NC=CC1 (N-(3-chloro-4-fluorophenyl)-6-iodo-2-(pyridin-3-yl)quinazolin-4-amine), ClC=1C=C(C=CC1)B(O)O (3-chlorophenylboronic acid), [O-]P(=O)([O-])[O-].[K+].[K+].[K+] (K3PO4), C(C)(=O)OCC (Ethyl acetate). Reagents/catalysts: C=1C=CC(=CC1)[P](C=2C=CC=CC2)(C=3C=CC=CC3)[Pd]([P](C=4C=CC=CC4)(C=5C=CC=CC5)C=6C=CC=CC6)([P](C=7C=CC=CC7)(C=8C=CC=CC8)C=9C=CC=CC9)[P](C=1C=CC=CC1)(C=1C=CC=CC1)C=1C=CC=CC1 (Pd(PPh3)4). Run in O1CCOCC1 (dioxane), O (water). The product is ClC=1C=C(C=CC1F)NC1=NC(=NC2=CC=C(C=C12)C1=CC(=CC=C1)Cl)C=1C=NC=CC1 (N-(3-chloro-4-fluorophenyl)-6-(3-chlorophenyl)-2-(pyridin-3-yl)quinazolin-4-amine). Isolated yield 51.6%. Reaction SMILES: [Cl:1][C:2]1[CH:3]=[C:4]([NH:9][C:10]2[C:19]3[C:14](=[CH:15][CH:16]=[C:17](I)[CH:18]=3)[N:13]=[C:12]([C:21]3[CH:22]=[N:23][CH:24]=[CH:25][CH:26]=3)[N:11]=2)[CH:5]=[CH:6][C:7]=1[F:8].[Cl:27][C:28]1[CH:29]=[C:30](B(O)O)[CH:31]=[CH:32][CH:33]=1.[O-]P([O-])([O-])=O.[K+].[K+].[K+].C(OCC)(=O)C>O1CCOCC1.O.C1C=CC([P]([Pd]([P](C2C=CC=CC=2)(C2C=CC=CC=2)C2C=CC=CC=2)([P](C2C=CC=CC=2)(C2C=CC=CC=2)C2C=CC=CC=2)[P](C2C=CC=CC=2)(C2C=CC=CC=2)C2C=CC=CC=2)(C2C=CC=CC=2)C2C=CC=CC=2)=CC=1>[Cl:1][C:2]1[CH:3]=[C:4]([NH:9][C:10]2[C:19]3[C:14](=[CH:15][CH:16]=[C:17]([C:32]4[CH:31]=[CH:30][CH:29]=[C:28]([Cl:27])[CH:33]=4)[CH:18]=3)[N:13]=[C:12]([C:21]3[CH:22]=[N:23][CH:24]=[CH:25][CH:26]=3)[N:11]=2)[CH:5]=[CH:6][C:7]=1[F:8] |f:2.3.4.5,^1:61,63,82,101|. Reported procedure: A mixture of N-(3-chloro-4-fluorophenyl)-6-iodo-2-(pyridin-3-yl)quinazolin-4-amine (1.0 g, 2.10 mmol), 3-chlorophenylboronic acid (0.49 g, 3.13 mmol), Pd(PPh3)4 (0.24 g, 0.210 mmol), K3PO4 (1.34 g, 6.31 mmol) in dioxane (20 mL) and water (2.0 mL) was stirred under reflux for 2 h. Ethyl acetate (20 mL) was added to the cooled mixture and filtered. The filtered solid was recrystallized from DMF and water to give the title compound (0.50 g, 51.6%). 1H NMR (400 MHz, DMSO) δ 10.20 (s, 1H), 9.54 (s, 1...